Dataset: the Open Reaction Database (ORD), a public repository of structured organic reaction records. Task: describe an organic reaction: reactants, conditions, products, and yield Reactants: CN(C)c1ccncc1, Cc1ccc(C(=O)NC2CC2)cc1-n1cnc2ccc(OCC(C)(O)CO)cc2c1=O, Cc1ccc(S(=O)(=O)Cl)cc1, c1ccncc1. Yields the product Cc1ccc(S(=O)(=O)OCC(C)(O)COc2ccc3ncn(-c4cc(C(=O)NC5CC5)ccc4C)c(=O)c3c2)cc1. Reaction SMILES: [CH3:49][N:50]([CH3:51])[c:52]1[cH:53][cH:54][n:55][cH:56][cH:57]1.[CH:1]1([NH:4][C:5]([c:6]2[cH:7][c:8](-[n:13]3[cH:14][n:15][c:16]4[cH:17][cH:18][c:19]([O:24][CH2:25][C:26]([CH2:27][OH:28])([CH3:29])[OH:30])[cH:20][c:21]4[c:22]3=[O:23])[c:9]([CH3:12])[cH:10][cH:11]2)=[O:31])[CH2:2][CH2:3]1.[c:32]1([CH3:42])[cH:33][cH:34][c:35]([S:38](=[O:39])(=[O:40])[Cl:41])[cH:36][cH:37]1.[cH:43]1[cH:44][cH:45][n:46][cH:47][cH:48]1>>[CH:1]1([NH:4][C:5]([c:6]2[cH:7][c:8](-[n:13]3[cH:14][n:15][c:16]4[cH:17][cH:18][c:19]([O:24][CH2:25][C:26]([CH2:27][O:28][S:38]([c:35]5[cH:34][cH:33][c:32]([CH3:42])[cH:37][cH:36]5)(=[O:39])=[O:40])([CH3:29])[OH:30])[cH:20][c:21]4[c:22]3=[O:23])[c:9]([CH3:12])[cH:10][cH:11]2)=[O:31])[CH2:2][CH2:3]1. The reactants are OC1=CC=C(C=C1)C(C(=O)OCC)(C(=O)OCC)OC1=CC=C(C=C1)C(C)C (diethyl 2-(4-hydroxyphenyl)-2-(4-isopropylphenoxy)malonate), [OH-].[K+] (potassium hydroxide). The product is OC1=CC=C(C=C1)CC(C(=O)O)OC1=CC=C(C=C1)C(C)C (3-(4-hydroxyphenyl)-2-(4-isopropylphenoxy)propionic acid). As a reaction SMILES: OC1C=CC([C:8]([O:19][C:20]2[CH:25]=[CH:24][C:23]([CH:26]([CH3:28])[CH3:27])=[CH:22][CH:21]=2)([C:14](OCC)=O)[C:9]([O:11]CC)=[O:10])=CC=1.[OH-:29].[K+]>>[OH:29][C:20]1[CH:25]=[CH:24][C:23]([CH2:14][CH:8]([O:19][C:20]2[CH:21]=[CH:22][C:23]([CH:26]([CH3:28])[CH3:27])=[CH:24][CH:25]=2)[C:9]([OH:11])=[O:10])=[CH:22][CH:21]=1 |f:1.2|. Procedure: In a similar manner to that described in Reference example 2(b), a reaction was carried out using diethyl 2-(4-hydroxyphenyl)-2-(4-isopropylphenoxy)malonate (25.2 g), which is the product of Reference example 5(c), and potassium hydroxide (20.0 g) and the reaction mixture was treated to afford, via crystals of 3-(4-hydroxyphenyl)-2-(4-isopropylphenoxy)propionic acid, the desired compound (19.8 g) as a syrup. Procedure: A solution of 4-bromobenzoyl chloride (4.67 g, 21.3 mmol), diisopropylethylamine (3.78 mL, 46.8 mmol), and N,O-dimethylhydroxylamine (2.18 g, 22.3 mmol) in ethyl acetate (100 mL) was heated to 45° C. After 1 h, the reaction mixture was diluted with ethyl acetate (100 mL). The resulting solution was washed sequentially with water and saturated aqueous sodium chloride solution. The collected organic was dried over magnesium sulfate, filtered, and concentrated. Purification by flash column chromato... Product: BrC1=CC=C(C(=O)N(C)OC)C=C1 (4-bromo-N-methoxy-N-methylbenzamide). Reaction SMILES: [Br:1][C:2]1[CH:10]=[CH:9][C:5]([C:6](Cl)=[O:7])=[CH:4][CH:3]=1.C(N(C(C)C)CC)(C)C.[CH3:20][NH:21][O:22][CH3:23]>C(OCC)(=O)C>[Br:1][C:2]1[CH:10]=[CH:9][C:5]([C:6]([N:21]([O:22][CH3:23])[CH3:20])=[O:7])=[CH:4][CH:3]=1. Run at time 1 hour. Run in C(C)(=O)OCC (ethyl acetate), C(C)(=O)OCC (ethyl acetate). Starting materials: solid, BrC1=CC=C(C(=O)Cl)C=C1 (4-bromobenzoyl chloride), C(C)(C)N(CC)C(C)C (diisopropylethylamine), CNOC (N,O-dimethylhydroxylamine). Reactants: C(N)(=O)C1=C(N=C(N=N1)N[C@H]1CN(CCC1)C(=O)OC(C)(C)C)NC1=CC=C(C=C1)C(=O)N1CCOCC1 ((R)-tert-butyl 3-(6-carbamoyl-5-(4-(morpholine-4-carbonyl)phenylamino)-1,2,4-triazin-3-ylamino)piperidine-1-carboxylate), Cl (HCl). Reaction SMILES: [C:1]([C:4]1[N:9]=[N:8][C:7]([NH:10][C@@H:11]2[CH2:16][CH2:15][CH2:14][N:13](C(OC(C)(C)C)=O)[CH2:12]2)=[N:6][C:5]=1[NH:24][C:25]1[CH:30]=[CH:29][C:28]([C:31]([N:33]2[CH2:38][CH2:37][O:36][CH2:35][CH2:34]2)=[O:32])=[CH:27][CH:26]=1)(=[O:3])[NH2:2].[ClH:39]>O1CCOCC1>[N:33]1([C:31]([C:28]2[CH:29]=[CH:30][C:25]([NH:24][C:5]3[N:6]=[C:7]([NH:10][C@@H:11]4[CH2:16][CH2:15][CH2:14][NH:13][CH2:12]4)[N:8]=[N:9][C:4]=3[C:1]([NH2:2])=[O:3])=[CH:26][CH:27]=2)=[O:32])[CH2:34][CH2:35][O:36][CH2:37][CH2:38]1.[ClH:39]. Run in O1CCOCC1 (dioxane). Procedure: (R)-tert-butyl 3-(6-carbamoyl-5-(4-(morpholine-4-carbonyl)phenylamino)-1,2,4-triazin-3-ylamino)piperidine-1-carboxylate (74) (180 mg) was treated with 4N HCl in dioxane (30 mL) at RT for 3 h. The mixture was concentrated in vacuo to yield the title compound (75) as HCl salt in quantitative yield. MS found C20H26N8O3 as (M+H)+ 427.1, (M−H)− 425.2. UV: λ=264, 283 nm. Product: N1(CCOCC1)C(=O)C1=CC=C(C=C1)NC=1N=C(N=NC1C(=O)N)N[C@H]1CNCCC1 ((R)-5-(4-(morpholine-4-carbonyl)phenylamino)-3-(piperidin-3-ylamino)-1,2,4-triazine-6-carboxamide), Cl (HCl). Starting materials: CC(C)(C)OC(=O)N1CCC(n2c(=O)[nH]c3ccccc32)CC1, CN(C)CCCl, Cl, [K+], [K+], O=C([O-])[O-], CN(C)C=O. Product: CN(C)CCn1c(=O)n(C2CCN(C(=O)OC(C)(C)C)CC2)c2ccccc21. Reaction SMILES: [C:1]([CH3:2])([CH3:3])([CH3:4])[O:5][C:6](=[O:7])[N:8]1[CH2:9][CH2:10][CH:11]([n:14]2[c:15](=[O:23])[nH:16][c:17]3[c:18]2[cH:19][cH:20][cH:21][cH:22]3)[CH2:12][CH2:13]1.[Cl:25][CH2:26][CH2:27][N:28]([CH3:29])[CH3:30].[ClH:24].[K+:31].[K+:32].[O-:33][C:34]([O-:35])=[O:36].[O:37]=[CH:38][N:39]([CH3:40])[CH3:41]>>[C:1]([CH3:2])([CH3:3])([CH3:4])[O:5][C:6](=[O:7])[N:8]1[CH2:9][CH2:10][CH:11]([n:14]2[c:15](=[O:23])[n:16]([CH2:26][CH2:27][N:28]([CH3:29])[CH3:30])[c:17]3[c:18]2[cH:19][cH:20][cH:21][cH:22]3)[CH2:12][CH2:13]1.